From a dataset of the Open Reaction Database (ORD), a public repository of structured organic reaction records. describe an organic reaction: reactants, conditions, products, and yield The reactants are C(#N)C1(CCCCC1)C(C(=O)OCC)C(=O)OCC (Diethyl (1-cyanocyclohexyl)-malonate), [OH-].[Na+] (sodium hydroxide). Run in CO (methanol), O (water). Run at temperature 40 celsius, time 30 minute. Product: C(#N)C1(CCCCC1)C(C(=O)O)C(=O)O ((1-Cyanocyclohexyl)-malonic acid). The yield is 89.9%. RXN SMILES: [C:1]([C:3]1([CH:9]([C:15]([O:17]CC)=[O:16])[C:10]([O:12]CC)=[O:11])[CH2:8][CH2:7][CH2:6][CH2:5][CH2:4]1)#[N:2].[OH-].[Na+]>CO.O>[C:1]([C:3]1([CH:9]([C:15]([OH:17])=[O:16])[C:10]([OH:12])=[O:11])[CH2:8][CH2:7][CH2:6][CH2:5][CH2:4]1)#[N:2] |f:1.2|. Procedure details: 50 g Diethyl (1-cyanocyclohexyl)-malonate are dissolved in 175 mL methanol at 40° C. At this temperature, a solution of 29.9 g sodium hydroxide in 150 mL water is added dropwise. The reaction mixture is stirred for 30 minutes at 40° C. After cooling to 20° C., the precipitated product (sodium salt) is filtered off with suction, the filter cake is washed with 50 mL methanol and the product is dried at 60° C. to constant weight. The product is dissolved in 500 mL of water at 10° C., and adjusted t...